From a dataset of the Open Reaction Database (ORD), a public repository of structured organic reaction records. describe an organic reaction: reactants, conditions, products, and yield The product is NC=1C(=C2CCCC(C2=CC1C)=O)Cl (6-Amino-5-chloro-7-methyl-1-tetralone). Reactants: NC=1C=C2CCCC(C2=CC1C)=O (6-Amino-7-methyl-1-tetralone), ClOC(C)(C)C (t-butyl hypochlorite). As a reaction SMILES: [NH2:1][C:2]1[CH:3]=[C:4]2[C:9](=[CH:10][C:11]=1[CH3:12])[C:8](=[O:13])[CH2:7][CH2:6][CH2:5]2.[Cl:14]OC(C)(C)C>O1CCCC1>[NH2:1][C:2]1[C:3]([Cl:14])=[C:4]2[C:9](=[CH:10][C:11]=1[CH3:12])[C:8](=[O:13])[CH2:7][CH2:6][CH2:5]2. The yield is 90.0%. Run in O1CCCC1 (tetrahydrofuran). Procedure: The product from Example 105 (0.175 g) was dissolved in tetrahydrofuran (5 ml) and was treated with t-butyl hypochlorite (0.12 ml). Following the procedure of Example 95 the desired product was obtained in 90% yield. RXN SMILES: C([C@@H]1COC(=O)N1[C:14](=[O:34])[C@H:15]([O:24][C:25]1[CH:30]=[CH:29][C:28]([CH:31]([CH3:33])[CH3:32])=[CH:27][CH:26]=1)[CH2:16][C:17]1[CH:22]=[CH:21][C:20]([OH:23])=[CH:19][CH:18]=1)C1C=CC=CC=1.[OH-:35].[Li+].OO>>[OH:23][C:20]1[CH:19]=[CH:18][C:17]([CH2:16][C@@H:15]([O:24][C:25]2[CH:26]=[CH:27][C:28]([CH:31]([CH3:32])[CH3:33])=[CH:29][CH:30]=2)[C:14]([OH:34])=[O:35])=[CH:22][CH:21]=1 |f:1.2|. Starting materials: C(C1=CC=CC=C1)[C@H]1N(C(OC1)=O)C([C@@H](CC1=CC=C(C=C1)O)OC1=CC=C(C=C1)C(C)C)=O ((R)-4-benzyl-3-[(R)-3-(4-hydroxyphenyl)-2-(4-isopropylphenoxy)propionyl]oxazolidine-2-one), [OH-].[Li+] (lithium hydroxide), OO (hydrogen peroxide). Reported procedure: In a similar manner to that described in Reference example 29(e), a reaction was carried out using (R)-4-benzyl-3-[(R)-3-(4-hydroxyphenyl)-2-(4-isopropylphenoxy)propionyl]oxazolidine-2-one (3.78 g), which is the product of Reference example 30(d), aqueous lithium hydroxide solution (1N, 20.6 ml) and aqueous hydrogen peroxide solution (31%, 2.26 ml) and the reaction mixture was treated to afford (R)-3-(4-hydroxyphenyl)-2-(4-isopropylphenoxy)propionic acid (2.18 g) as a white powder. This acid (1.... Product: OC1=CC=C(C=C1)C[C@H](C(=O)O)OC1=CC=C(C=C1)C(C)C ((R)-3-(4-hydroxyphenyl)-2-(4-isopropylphenoxy)propionic acid). The reactants are O=C(Oc1ccc([N+](=O)[O-])cc1)OC1CCOCC1, O=C([O-])[O-], Cl, CN(C(=O)N(C)C1CNCC1c1ccc(F)cc1)c1cc(C(F)(F)F)cc(C(F)(F)F)c1, [K+], [K+], CN(C)C=O, O. The product is CN(C(=O)N(C)C1CN(C(=O)OC2CCOCC2)CC1c1ccc(F)cc1)c1cc(C(F)(F)F)cc(C(F)(F)F)c1. As a reaction SMILES: [C:34]([O:35][CH:36]1[CH2:37][CH2:38][O:39][CH2:40][CH2:41]1)([O:42][c:44]1[cH:45][cH:46][c:47]([N+:48]([O-:49])=[O:50])[cH:51][cH:52]1)=[O:43].[C:53](=[O:54])([O-:55])[O-:56].[ClH:1].[F:2][C:3]([c:4]1[cH:5][c:6]([N:14]([C:15](=[O:16])[N:17]([CH3:18])[CH:19]2[CH2:20][NH:21][CH2:22][CH:23]2[c:24]2[cH:25][cH:26][c:27]([F:30])[cH:28][cH:29]2)[CH3:31])[cH:7][c:8]([C:10]([F:11])([F:12])[F:13])[cH:9]1)([F:32])[F:33].[K+:57].[K+:58].[O:59]=[CH:60][N:61]([CH3:62])[CH3:63].[OH2:64]>>[F:2][C:3]([c:4]1[cH:5][c:6]([N:14]([C:15](=[O:16])[N:17]([CH3:18])[CH:19]2[CH2:20][N:21]([C:34]([O:35][CH:36]3[CH2:37][CH2:38][O:39][CH2:40][CH2:41]3)=[O:42])[CH2:22][CH:23]2[c:24]2[cH:25][cH:26][c:27]([F:30])[cH:28][cH:29]2)[CH3:31])[cH:7][c:8]([C:10]([F:11])([F:12])[F:13])[cH:9]1)([F:32])[F:33]. The reactants are C(#N)C1=NC(=C(C2=CC=C(C=C12)OC1=CC=CC=C1)O)C(=O)OC (Methyl 1-cyano-4-hydroxy-7-phenoxyisoquinoline-3-carboxylate), NC[C@@H](C(=O)O)CC1=CC=CC=C1 ((S)-3-amino-2-benzyl-propionic acid), C[O-].[Na+] (sodium methoxide). The solvent is COCCO (2-methoxyethanol). Product: C(C1=CC=CC=C1)[C@H](C(=O)O)CNC(=O)C=1N=C(C2=CC(=CC=C2C1O)OC1=CC=CC=C1)C#N ((S)-2-Benzyl-3-[(1-cyano-4-hydroxy-7-phenoxy-isoquinoline-3-carbonyl)-amino]propionic acid). RXN SMILES: [C:1]([C:3]1[C:12]2[C:7](=[CH:8][CH:9]=[C:10]([O:13][C:14]3[CH:19]=[CH:18][CH:17]=[CH:16][CH:15]=3)[CH:11]=2)[C:6]([OH:20])=[C:5]([C:21](OC)=[O:22])[N:4]=1)#[N:2].[NH2:25][CH2:26][C@H:27]([CH2:31][C:32]1[CH:37]=[CH:36][CH:35]=[CH:34][CH:33]=1)[C:28]([OH:30])=[O:29].C[O-].[Na+]>COCCO>[CH2:31]([C@@H:27]([CH2:26][NH:25][C:21]([C:5]1[N:4]=[C:3]([C:1]#[N:2])[C:12]2[C:7]([C:6]=1[OH:20])=[CH:8][CH:9]=[C:10]([O:13][C:14]1[CH:15]=[CH:16][CH:17]=[CH:18][CH:19]=1)[CH:11]=2)=[O:22])[C:28]([OH:30])=[O:29])[C:32]1[CH:37]=[CH:36][CH:35]=[CH:34][CH:33]=1 |f:2.3|. Procedure details: Methyl 1-cyano-4-hydroxy-7-phenoxyisoquinoline-3-carboxylate (20 mg, 0.06 mmol), (S)-3-amino-2-benzyl-propionic acid (crude as TFA salt, 0.38 mmol) and sodium methoxide (40 mg, 0.74 mmol) were suspended in 2-methoxyethanol (3 mL). The resulting mixture was heated to reflux for 3 hours and then cooled to room temperature. The solvent was removed in vacuo and the residue was dissolved in H2O (15 mL) and EtOAc (15 mL). To the stirred mixture was added 1 N hydrochloric acid until pH was 1. The layer...